From a dataset of the Open Reaction Database (ORD), a public repository of structured organic reaction records. describe an organic reaction: reactants, conditions, products, and yield Reactants: CCCCn1c(=O)c(NC(=O)Nc2cc(CBr)ccc2C(C)(C)C)c(-c2cccc(OC)c2)c2cccnc21, c1cn[nH]c1. Yields the product CCCCn1c(=O)c(NC(=O)Nc2cc(Cc3cc[nH]n3)ccc2C(C)(C)C)c(-c2cccc(OC)c2)c2cccnc21. RXN SMILES: [CH2:1]([CH2:2][CH2:3][CH3:4])[n:5]1[c:6](=[O:39])[c:7]([NH:23][C:24](=[O:25])[NH:26][c:27]2[c:28]([C:35]([CH3:36])([CH3:37])[CH3:38])[cH:29][cH:30][c:31]([CH2:33][Br:34])[cH:32]2)[c:8](-[c:15]2[cH:16][c:17]([O:21][CH3:22])[cH:18][cH:19][cH:20]2)[c:9]2[cH:10][cH:11][cH:12][n:13][c:14]12.[nH:40]1[n:41][cH:42][cH:43][cH:44]1>>[CH2:1]([CH2:2][CH2:3][CH3:4])[n:5]1[c:6](=[O:39])[c:7]([NH:23][C:24](=[O:25])[NH:26][c:27]2[c:28]([C:35]([CH3:36])([CH3:37])[CH3:38])[cH:29][cH:30][c:31]([CH2:33][c:44]3[n:40][nH:41][cH:42][cH:43]3)[cH:32]2)[c:8](-[c:15]2[cH:16][c:17]([O:21][CH3:22])[cH:18][cH:19][cH:20]2)[c:9]2[cH:10][cH:11][cH:12][n:13][c:14]12. The reactants are FC1=C(C(=O)Cl)C=CC(=C1)F (2,4-difluorobenzoyl chloride), Cl.C1(=CC=CC=C1)NN (phenylhydrazine hydrochloride), O (water). Solvent: N1=CC=CC=C1 (pyridine). Reaction conditions: time 16 hour. Yields the product C1(=CC=CC=C1)NNC(C1=C(C=C(C=C1)F)F)=O (2,4-difluorobenzoic acid, 2-phenylhydrazide). Isolated yield 79.0%. Reaction SMILES: Cl.[C:2]1([NH:8][NH2:9])[CH:7]=[CH:6][CH:5]=[CH:4][CH:3]=1.[F:10][C:11]1[CH:19]=[C:18]([F:20])[CH:17]=[CH:16][C:12]=1[C:13](Cl)=[O:14].O>N1C=CC=CC=1>[C:2]1([NH:8][NH:9][C:13](=[O:14])[C:12]2[CH:16]=[CH:17][C:18]([F:20])=[CH:19][C:11]=2[F:10])[CH:7]=[CH:6][CH:5]=[CH:4][CH:3]=1 |f:0.1|. Reported procedure: To a stirred mixture, under nitrogen, of 72.3 g of phenylhydrazine hydrochloride in 600 ml of pyridine, cooled in an ice bath, was added, dropwise, 97.1 g of 2,4-difluorobenzoyl chloride, such that the reaction temperature did not exceed 15° C. The reaction mixture was stirred at ambient temperature for about 16 hours. Dilution of the mixture with water formed a precipitate which was collected, dried, and recrystallized from ethyl acetate to yield 98 g (79%) of 2,4-difluorobenzoic acid, 2-phenyl... Yields the product O=Cc1c[nH]c(-c2ccccc2F)c1I. Reaction SMILES: [CH3:24][N:25]([CH3:26])[CH:27]=[O:28].[F:1][c:2]1[c:3](-[c:8]2[cH:9][c:10]([CH:13]=[O:14])[cH:11][nH:12]2)[cH:4][cH:5][cH:6][cH:7]1.[I:15][N:16]1[C:17](=[O:18])[CH2:19][CH2:20][C:21]1=[O:22].[OH2:23]>>[F:1][c:2]1[c:3](-[c:8]2[c:9]([I:15])[c:10]([CH:13]=[O:14])[cH:11][nH:12]2)[cH:4][cH:5][cH:6][cH:7]1. Starting materials: CN(C)C=O, O=Cc1c[nH]c(-c2ccccc2F)c1, O=C1CCC(=O)N1I, O.